Dataset: the Open Reaction Database (ORD), a public repository of structured organic reaction records. Task: describe an organic reaction: reactants, conditions, products, and yield The reactants are C=CCN1CCN([Si](C)(C)C)CC1, CCO[SiH](C)OCC, Cc1ccccc1. Product: CCO[Si](C)(CCCN1CCN([Si](C)(C)C)CC1)OCC. RXN SMILES: [CH2:1]([CH:2]=[CH2:3])[N:4]1[CH2:5][CH2:6][N:7]([Si:10]([CH3:11])([CH3:12])[CH3:13])[CH2:8][CH2:9]1.[CH3:14][SiH:15]([O:16][CH2:17][CH3:18])[O:19][CH2:20][CH3:21].[CH3:22][c:23]1[cH:24][cH:25][cH:26][cH:27][cH:28]1>>[CH2:1]([CH2:2][CH2:3][Si:15]([CH3:14])([O:16][CH2:17][CH3:18])[O:19][CH2:20][CH3:21])[N:4]1[CH2:5][CH2:6][N:7]([Si:10]([CH3:11])([CH3:12])[CH3:13])[CH2:8][CH2:9]1. The reactants are C([O-])([O-])=O.[Na+].[Na+] (sodium carbonate), C(CCCCCCCCCCCCC)N (n-tetradecylamine), C(C#C)Br (propargyl bromide). Run in CC(=O)C (acetone), CC(=O)C (acetone). Yields the product C(C#C)NCCCCCCCCCCCCCC (Propargyl-n-tetradecylamine). As a reaction SMILES: C(=O)([O-])[O-].[Na+].[Na+].[CH2:7]([NH2:21])[CH2:8][CH2:9][CH2:10][CH2:11][CH2:12][CH2:13][CH2:14][CH2:15][CH2:16][CH2:17][CH2:18][CH2:19][CH3:20].[CH2:22](Br)[C:23]#[CH:24]>CC(C)=O>[CH2:24]([NH:21][CH2:7][CH2:8][CH2:9][CH2:10][CH2:11][CH2:12][CH2:13][CH2:14][CH2:15][CH2:16][CH2:17][CH2:18][CH2:19][CH3:20])[C:23]#[CH:22] |f:0.1.2|. Procedure details: 5 g (47 mmol) of anhydrous sodium carbonate are added to a solution of 10.0 g (47 mmol) of n-tetradecylamine in 100 ml of absolute acetone, and the suspension is heated to reflux. At that temperature 5.9 g (50 mmol) of propargyl bromide in 50 ml of acetone are then added dropwise and the mixture is subsequently heated at reflux for 2 hours. After aqueous working-up, the product is obtained in the form of a brown oil having a purity of >90%. Reactants: CC(C)(C)OC(=O)N1CC(OCC#N)C1, CCO. Product: CC(C)(C)OC(=O)N1CC(OCCN)C1. As a reaction SMILES: [C:1](#[N:2])[CH2:3][O:4][CH:5]1[CH2:6][N:7]([C:9](=[O:10])[O:11][C:12]([CH3:13])([CH3:14])[CH3:15])[CH2:8]1.[CH3:16][CH2:17][OH:18]>>[CH2:1]([NH2:2])[CH2:3][O:4][CH:5]1[CH2:6][N:7]([C:9](=[O:10])[O:11][C:12]([CH3:13])([CH3:14])[CH3:15])[CH2:8]1. The reactants are NC1=C(C=CC=C1)O (o-aminophenol), C(C1=CC=CC=C1)N1CC(OCC1)COS(=O)(=O)C1=CC=C(C=C1)C (4-benzyl-2-(toluene-p-sulphonyloxymethyl)morpholine). Conditions: temperature 200 celsius. Product: C(C1=CC=CC=C1)N1CC(OCC1)CNC1=C(C=CC=C1)O (4-benzyl-2-(2-hydroxyanilinomethyl)morpholine), C1(=CC=C(C=C1)S(=O)(=O)O)C (toluene-p-sulphonic acid). As a reaction SMILES: [NH2:1][C:2]1[CH:7]=[CH:6][CH:5]=[CH:4][C:3]=1[OH:8].[CH2:9]([N:16]1[CH2:21][CH2:20][O:19][CH:18]([CH2:22][O:23][S:24]([C:27]2[CH:32]=[CH:31][C:30]([CH3:33])=[CH:29][CH:28]=2)(=[O:26])=[O:25])[CH2:17]1)[C:10]1[CH:15]=[CH:14][CH:13]=[CH:12][CH:11]=1>>[CH2:9]([N:16]1[CH2:21][CH2:20][O:19][CH:18]([CH2:22][NH:1][C:2]2[CH:7]=[CH:6][CH:5]=[CH:4][C:3]=2[OH:8])[CH2:17]1)[C:10]1[CH:11]=[CH:12][CH:13]=[CH:14][CH:15]=1.[C:30]1([CH3:33])[CH:29]=[CH:28][C:27]([S:24]([OH:26])(=[O:23])=[O:25])=[CH:32][CH:31]=1. Reported procedure: A mixture of o-aminophenol (15 g.) and 4-benzyl-2-(toluene-p-sulphonyloxymethyl)morpholine (30 g.) was heated at 200° C. for 1 hour in an atmosphere of nitrogen. The reaction product was crystallised from ethanol to give 4-benzyl-2-(2-hydroxyanilinomethyl)morpholine as the toluene-p-sulphonic acid salt, m.p. 188°-190° C., which was hydrogenated in ethanol at atmospheric pressure using a 10% palladium-on-carbon catalyst. There was thus obtained 2-(2-hydroxyanilinomethyl)morpholine as the toluene-...